From a dataset of the Open Reaction Database (ORD), a public repository of structured organic reaction records. describe an organic reaction: reactants, conditions, products, and yield Starting materials: Cc1nc2sccn2c1C(=O)NCC1NCC2CCCC21, Cc1nc(C(=O)O)c(-c2ccc(F)cc2)s1. The product is Cc1nc(C(=O)N2CC3CCCC3C2CNC(=O)c2c(C)nc3sccn23)c(-c2ccc(F)cc2)s1. Reaction SMILES: [CH:1]12[CH:2]([CH2:9][NH:10][C:11](=[O:12])[c:13]3[c:14]([CH3:21])[n:15][c:16]4[s:17][cH:18][cH:19][n:20]34)[NH:3][CH2:4][CH:5]1[CH2:6][CH2:7][CH2:8]2.[F:22][c:23]1[cH:24][cH:25][c:26](-[c:29]2[c:30]([C:35](=[O:36])[OH:37])[n:31][c:32]([CH3:34])[s:33]2)[cH:27][cH:28]1>>[CH:1]12[CH:2]([CH2:9][NH:10][C:11](=[O:12])[c:13]3[c:14]([CH3:21])[n:15][c:16]4[s:17][cH:18][cH:19][n:20]34)[N:3]([C:35]([c:30]3[c:29](-[c:26]4[cH:25][cH:24][c:23]([F:22])[cH:28][cH:27]4)[s:33][c:32]([CH3:34])[n:31]3)=[O:36])[CH2:4][CH:5]1[CH2:6][CH2:7][CH2:8]2. RXN SMILES: [F:1][c:2]1[cH:3][cH:4][c:5]([C:6](=[O:7])[O:8][C:9]([CH3:10])([CH3:11])[CH3:12])[cH:13][cH:14]1.[NH2:15][CH2:16][CH2:17][N:18]1[CH2:19][CH2:20][CH2:21][CH2:22]1.[OH2:23]>>[c:2]1([NH:15][CH2:16][CH2:17][N:18]2[CH2:19][CH2:20][CH2:21][CH2:22]2)[cH:3][cH:4][c:5]([C:6](=[O:7])[O:8][C:9]([CH3:10])([CH3:11])[CH3:12])[cH:13][cH:14]1. The product is CC(C)(C)OC(=O)c1ccc(NCCN2CCCC2)cc1. Reactants: CC(C)(C)OC(=O)c1ccc(F)cc1, NCCN1CCCC1, O. The reactants are P(=O)([O-])([O-])[O-] (phosphate), C[O-].[Na+] (Sodium methoxide), NC(=O)N (urea), NC(=O)NN(C1=CC(=CC(=C1)C)C)CC(=O)OC (Methyl [2-(aminocarbonyl)-1-(3,5-dimethylphenyl)hydrazino]acetate), 4A. The solvent is CCCCCC.CCOCC (hexane ether), C(OC)COC (dimethoxyethane). Conditions: time 30 minute. The product is CC=1C=C(C=C(C1)C)N1NC(NC(C1)=O)=O (Dihydro-1-[3,5-dimethylphenyl]-1,2,4-triazine-3,5(2H,4H)dione). The yield is 64.0%. Reaction SMILES: C[O-].[Na+].NC(N)=O.[NH2:8][C:9]([NH:11][N:12]([CH2:21][C:22]([O:24]C)=O)[C:13]1[CH:18]=[C:17]([CH3:19])[CH:16]=[C:15]([CH3:20])[CH:14]=1)=[O:10].P([O-])([O-])([O-])=O>C(COC)OC.CCCCCC.CCOCC>[CH3:20][C:15]1[CH:14]=[C:13]([N:12]2[CH2:21][C:22](=[O:24])[NH:8][C:9](=[O:10])[NH:11]2)[CH:18]=[C:17]([CH3:19])[CH:16]=1 |f:0.1,6.7|. Procedure details: Sodium methoxide (0.32 g, 5.96 mmol) was added to a stirred solution of the urea (Intermediate 37; 0.75 g, 2.98 mmol) in dimethoxyethane (30 ml) over 4A sieves under a nitrogen atmosphere. After stirring at room temperature for ca. 30 min the resultant slurry was added to pH 6.5 aqueous phosphate buffer (50 ml) and extracted with ethyl acetate (3×75 ml). The combined extracts were washed with saturated brine (50 ml), dried and evaporated to afford an orange solid. Trituration of this material wi... Starting materials: N(=[N+]=[N-])C1CCN(CC1)C(=O)OC(C)(C)C (4-Azido-1-(tert-butoxycarbonyl)piperidine), C(C)(=O)OCC (ethyl acetate). Reagents/catalysts: [Pd] (Pd/C). The solvent is CCCCCC (hexane), CO (methanol). The product is NC1CCN(CC1)C(=O)OC(C)(C)C (4Amino-1-(tert-butoxycarbonyl)piperidine). The yield is 97.6%. As a reaction SMILES: [N:1]([CH:4]1[CH2:9][CH2:8][N:7]([C:10]([O:12][C:13]([CH3:16])([CH3:15])[CH3:14])=[O:11])[CH2:6][CH2:5]1)=[N+]=[N-].C(OCC)(=O)C>CO.CCCCCC.[Pd]>[NH2:1][CH:4]1[CH2:5][CH2:6][N:7]([C:10]([O:12][C:13]([CH3:16])([CH3:15])[CH3:14])=[O:11])[CH2:8][CH2:9]1. Procedure details: A solution of 4.05 g (17.9 mmol) of 4-azido-1-(tert-butoxycarbonyl)piperidine from Step A in 50 mL of methanol was hydrogenated with 350 mg of 10% Pd/C under a hydrogen balloon for 16 h when the reaction was complete by TLC (10% ethyl acetate in hexane). The catalyst was filtered off and the volatiles removed in vacuo to give 3.5 g of title compound which was used directly in subsequent reactions.